The task is: describe an organic reaction: reactants, conditions, products, and yield. This data is from the Open Reaction Database (ORD), a public repository of structured organic reaction records. Run in C1(=CC=CC=C1)C (toluene). As a reaction SMILES: [CH2:1](C([Sn])=C(CCCC)CCCC)[CH2:2]CC.Br[C:17]1[CH:22]=[C:21]([S:23]([C:26]2[CH:31]=[CH:30][C:29]([S:32]([CH3:35])(=[O:34])=[O:33])=[CH:28][CH:27]=2)(=[O:25])=[O:24])[CH:20]=[CH:19][C:18]=1[NH:36][C:37](=[O:45])[C@:38]([OH:44])([CH3:43])[C:39]([F:42])([F:41])[F:40]>C1(C)C=CC=CC=1.C1C=CC(/C=C/C(/C=C/C2C=CC=CC=2)=O)=CC=1.C1C=CC(/C=C/C(/C=C/C2C=CC=CC=2)=O)=CC=1.[Pd].C1C=CC(/C=C/C(/C=C/C2C=CC=CC=2)=O)=CC=1.C1C=CC(/C=C/C(/C=C/C2C=CC=CC=2)=O)=CC=1.C1C=CC(/C=C/C(/C=C/C2C=CC=CC=2)=O)=CC=1.[Pd].[Pd]>[CH:1]([C:17]1[CH:22]=[C:21]([S:23]([C:26]2[CH:31]=[CH:30][C:29]([S:32]([CH3:35])(=[O:34])=[O:33])=[CH:28][CH:27]=2)(=[O:25])=[O:24])[CH:20]=[CH:19][C:18]=1[NH:36][C:37](=[O:45])[C@:38]([OH:44])([CH3:43])[C:39]([F:42])([F:41])[F:40])=[CH2:2] |f:3.4.5,6.7.8.9.10,^1:2|. Reagents/catalysts: C1=CC=C(C=C1)/C=C/C(=O)/C=C/C2=CC=CC=C2.C1=CC=C(C=C1)/C=C/C(=O)/C=C/C2=CC=CC=C2.[Pd] (tris(dibenzylideneacetone)dipalladium(O)), C=1C=CC(=CC1)/C=C/C(=O)/C=C/C2=CC=CC=C2.C=1C=CC(=CC1)/C=C/C(=O)/C=C/C2=CC=CC=C2.C=1C=CC(=CC1)/C=C/C(=O)/C=C/C2=CC=CC=C2.[Pd].[Pd] (tris(dibenzylideneacetone)dipalladium(0)). The reactants are C(CCC)C(=C(CCCC)CCCC)[Sn] (Tributylvinyltin), BrC1=C(C=CC(=C1)S(=O)(=O)C1=CC=C(C=C1)S(=O)(=O)C)NC([C@@](C(F)(F)F)(C)O)=O ((R)-N-[2-bromo-4-(4-mesylphenylsulphonyl)phenyl]-2-hydroxy-2-methyl-3,3,3-trifluoropropanamide), C(CCC)C(=C(CCCC)CCCC)[Sn] (tributylvinyltin). Product: C(=C)C1=C(C=CC(=C1)S(=O)(=O)C1=CC=C(C=C1)S(=O)(=O)C)NC([C@@](C(F)(F)F)(C)O)=O ((R)-N-[2-Ethenyl-4-(4-mesylphenylsulphonyl)phenyl]-2-hydroxy-2-methyl-3,3,3-trifluoropropanamide). Run at time 7 hour. Reported procedure: Tributylvinyltin (0.28 ml) was added to a deoxygenated suspension of (R)-N-[2-bromo-4-(4-mesylphenylsulphonyl)phenyl]-2-hydroxy-2-methyl-3,3,3-trifluoropropanamide (Example 140) (0.50 g) and tris(dibenzylideneacetone)dipalladium(O) (0.05 g) in anhydrous toluene (10 ml). The mixture was heated under reflux with stirring. After 14 hours a further portion of tris(dibenzylideneacetone)dipalladium(0) (0.05 g) and tributylvinyltin (0.28 ml) was added and heating was continued for a further 7 hours. Th... Starting materials: [BH4-], CO, Fc1ccc(C2=NCCc3ccccc32)cc1F, [Na+]. The product is Fc1ccc(C2NCCc3ccccc32)cc1F. As a reaction SMILES: [BH4-:19].[CH3:21][OH:22].[F:1][c:2]1[cH:3][c:4]([C:9]2=[N:10][CH2:11][CH2:12][c:13]3[cH:14][cH:15][cH:16][cH:17][c:18]32)[cH:5][cH:6][c:7]1[F:8].[Na+:20]>>[F:1][c:2]1[cH:3][c:4]([CH:9]2[NH:10][CH2:11][CH2:12][c:13]3[cH:14][cH:15][cH:16][cH:17][c:18]32)[cH:5][cH:6][c:7]1[F:8]. Reactants: CNC=1C(=CC(=CC1)[N+](=O)[O-])N (N1-Methyl-4-nitro-benzene-1,2-diamine), CN=C=S (methyl isothiocyanate), C(CCl)Cl (EDC). Run in N1=CC=CC=C1 (pyridine). Reaction conditions: temperature 80 celsius, time 30 minute. Product: CNC1=NC2=C(N1C)C=CC(=C2)[N+](=O)[O-] (Methyl-(1-methyl-5-nitro-1H-benzoimidazol-2-yl)-amine). Isolated yield 62.4%. Reaction SMILES: [CH3:1][NH:2][C:3]1[C:4]([NH2:12])=[CH:5][C:6]([N+:9]([O-:11])=[O:10])=[CH:7][CH:8]=1.[CH3:13][N:14]=[C:15]=S.C(Cl)CCl>N1C=CC=CC=1>[CH3:13][NH:14][C:15]1[N:2]([CH3:1])[C:3]2[CH:8]=[CH:7][C:6]([N+:9]([O-:11])=[O:10])=[CH:5][C:4]=2[N:12]=1. Procedure details: A solution of diamine 248 (1.88 g, 11.2 mmol) in pyridine (20 mL) was treated with methyl isothiocyanate (970 mg, 12.9 mmol) and the mixture was stirred at 80° C. for 30 minutes, cooled down to 15° C., treated with solid EDC (3.03 g, 15.8 mmol, 1.40 eq) and the heating continued at 80° C. for 16 h. After removal of pyridine in vacuo, the residue was purified by flash chromatography (eluent 5% MeOH in CH2Cl2) to afford the title compound 268 (1.44 g, 62% yield). 1H NMR: (CD3OD) δ (ppm): 8.12 (d, ... Reactants: Cl.CN(CCCN=C=NCC)C (1-(3-dimethylaminopropyl)-3-ethylcarbodiimide hydrochloride), Cl.NCC1=C2C(N(C(C2=CC=C1)=O)C1C(NC(CC1)=O)=O)=O (4-aminomethyl-2-(2,6-dioxo-piperidin-3-yl)-isoindole-1,3-dione hydrochloride), N12CCCCCC2=NCCC1 (1,8-diazabicyclo[5,4,0]undec-7-ene), ON1N=NC2=C1C=CC=C2 (1-hydroxybenzotriazole), CC=1OC(=CC1C(=O)O)C (2,5-dimethyl-3-furoic acid). The solvent is C(C)#N (acetonitrile). Run at time 10 minute. The product is CC=1OC(=CC1CC(=O)NCC1=C2C(N(C(C2=CC=C1)=O)C1C(NC(CC1)=O)=O)=O)C (2-(2,5-dimethyl-furan-3-yl)-N-[2-(2,6-dioxo-piperidin-3-yl)-1,3-dioxo-2,3-dihydro-1H-isoindol-4-ylmethyl]-acetamide). Yield: 69.8%. RXN SMILES: Cl.[NH2:2][CH2:3][C:4]1[CH:12]=[CH:11][CH:10]=[C:9]2[C:5]=1[C:6](=[O:22])[N:7]([CH:14]1[CH2:19][CH2:18][C:17](=[O:20])[NH:16][C:15]1=[O:21])[C:8]2=[O:13].N12CCCN=C1CCCCC2.ON1C2C=CC=CC=2N=N1.CC1[O:46][C:47]([CH3:53])=[CH:48][C:49]=1[C:50](O)=[O:51].Cl.CN(C)[CH2:57][CH2:58][CH2:59]N=C=NCC>C(#N)C>[CH3:53][C:47]1[O:46][C:58]([CH3:57])=[CH:59][C:48]=1[CH2:49][C:50]([NH:2][CH2:3][C:4]1[CH:12]=[CH:11][CH:10]=[C:9]2[C:5]=1[C:6](=[O:22])[N:7]([CH:14]1[CH2:19][CH2:18][C:17](=[O:20])[NH:16][C:15]1=[O:21])[C:8]2=[O:13])=[O:51] |f:0.1,5.6|. Reported procedure: To a stirred suspension of 4-aminomethyl-2-(2,6-dioxo-piperidin-3-yl)-isoindole-1,3-dione hydrochloride (0.7 g, 2.2 mmol) in acetonitrile (60 mL), was added 1,8-diazabicyclo[5,4,0]undec-7-ene (0.8 g, 5.4 mmol). After stirring for 10 minutes, 1-hydroxybenzotriazole (0.4 g, 2.6 mmol) and 2,5-dimethyl-3-furoic acid (0.3 g, 2.4 mmol) were added, followed by 1-(3-dimethylaminopropyl)-3-ethylcarbodiimide hydrochloride (0.6 g, 3.2 mmol). The mixture was stirred at room temperature overnight and was con... Reactants: CCCCCC(=O)OC, CO, NN. The product is CCCCCC(=O)NN. As a reaction SMILES: [C:3]([CH2:4][CH2:5][CH2:6][CH2:7][CH3:8])([O:10][CH3:9])=[O:11].[CH3:12][OH:13].[NH2:1][NH2:2]>>[NH:1]([NH2:2])[C:3]([CH2:4][CH2:5][CH2:6][CH2:7][CH3:8])=[O:10]. Starting materials: C=CCCCCCCCCCN1C(=O)c2ccccc2C1=O, C[N+]1([O-])CCOCC1, CC(C)=O, [Na+], [Na+], O, O, O=S([O-])[O-]. Yields the product O=C1c2ccccc2C(=O)N1CCCCCCCCCC(O)CO. RXN SMILES: [CH2:1]([CH2:2][CH2:3][CH2:4][CH2:5][CH2:6][CH2:7][CH2:8][CH2:9][CH:10]=[CH2:11])[N:12]1[C:13](=[O:22])[c:14]2[c:15]([cH:18][cH:19][cH:20][cH:21]2)[C:16]1=[O:17].[CH3:23][N+:24]1([O-:25])[CH2:26][CH2:28][O:27][CH2:29][CH2:30]1.[CH3:39][C:40]([CH3:41])=[O:42].[Na+:36].[Na+:37].[OH2:31].[OH2:38].[S:32]([O-:33])([O-:34])=[O:35]>>[CH2:1]([CH2:2][CH2:3][CH2:4][CH2:5][CH2:6][CH2:7][CH2:8][CH2:9][CH:10]([CH2:11][OH:27])[OH:31])[N:12]1[C:13](=[O:22])[c:14]2[c:15]([cH:18][cH:19][cH:20][cH:21]2)[C:16]1=[O:17]. Reactants: CN1C(=O)CN=C(c2ccccc2)c2cc([N+](=O)[O-])ccc21, Cl, N, C1CCOC1. Product: CN1CCN=C(c2ccccc2)c2cc([N+](=O)[O-])ccc21. As a reaction SMILES: [CH3:1][N:2]1[C:3](=[O:22])[CH2:4][N:5]=[C:6]([c:16]2[cH:17][cH:18][cH:19][cH:20][cH:21]2)[c:7]2[c:8]1[cH:9][cH:10][c:11]([N+:13](=[O:14])[O-:15])[cH:12]2.[ClH:23].[NH3:24].[O:25]1[CH2:26][CH2:27][CH2:28][CH2:29]1>>[CH3:1][N:2]1[CH2:3][CH2:4][N:5]=[C:6]([c:16]2[cH:17][cH:18][cH:19][cH:20][cH:21]2)[c:7]2[c:8]1[cH:9][cH:10][c:11]([N+:13](=[O:14])[O-:15])[cH:12]2. The reactants are FC(C(=O)O)(F)F (trifluoroacetic acid), ClC=1C(=CC(=C(C1)S(=O)(=O)N(C=1SC=NN1)CC1=C(C=C(C=C1)OC)OC)F)OC1=CC(=C(C=C1C1=CN=NC=C1)C1=CC=C(C=C1)F)Cl (5-Chloro-4-(2-chloro-4′-fluoro-5-(pyridazin-4-yl)biphenyl-4-yloxy)-N-(2,4-dimethoxybenzyl)-2-fluoro-N-(1,3,4-thiadiazol-2-yl)benzenesulfonamide), CO (Methanol). Run in ClCCl (dichloromethane). Conditions: time 3 hour. The product is ClC=1C(=CC(=C(C1)S(=O)(=O)NC=1SC=NN1)F)OC1=CC(=C(C=C1C1=CN=NC=C1)C1=CC=C(C=C1)F)Cl (5-Chloro-4-{[2-chloro-4′-fluoro-5-(pyridazin-4-yl)biphenyl-4-yl]oxy}-2-fluoro-N-(1,3,4-thiadiazol-2-yl)benzenesulfonamide). Isolated yield 43.3%. Reaction SMILES: [Cl:1][C:2]1[C:3]([O:29][C:30]2[C:35]([C:36]3[CH:41]=[CH:40][N:39]=[N:38][CH:37]=3)=[CH:34][C:33]([C:42]3[CH:47]=[CH:46][C:45]([F:48])=[CH:44][CH:43]=3)=[C:32]([Cl:49])[CH:31]=2)=[CH:4][C:5]([F:28])=[C:6]([S:8]([N:11](CC2C=CC(OC)=CC=2OC)[C:12]2[S:13][CH:14]=[N:15][N:16]=2)(=[O:10])=[O:9])[CH:7]=1.FC(F)(F)C(O)=O.CO>ClCCl>[Cl:1][C:2]1[C:3]([O:29][C:30]2[C:35]([C:36]3[CH:41]=[CH:40][N:39]=[N:38][CH:37]=3)=[CH:34][C:33]([C:42]3[CH:43]=[CH:44][C:45]([F:48])=[CH:46][CH:47]=3)=[C:32]([Cl:49])[CH:31]=2)=[CH:4][C:5]([F:28])=[C:6]([S:8]([NH:11][C:12]2[S:13][CH:14]=[N:15][N:16]=2)(=[O:10])=[O:9])[CH:7]=1. Procedure details: 5-Chloro-4-(2-chloro-4′-fluoro-5-(pyridazin-4-yl)biphenyl-4-yloxy)-N-(2,4-dimethoxybenzyl)-2-fluoro-N-(1,3,4-thiadiazol-2-yl)benzenesulfonamide (Preparation 70, 220 mg, 0.30 mmol) was dissolved in dichloromethane (2 mL) and trifluoroacetic acid (1 mL) was added. The reaction was stirred at room temperature for 3 hours. Methanol (5 mL) was added to quench the reaction and the suspension was stirred vigorously for 1 hour. The resulting precipitate was filtered through Celite™ and washed with metha... Starting materials: C(C)OC(=O)N=S(=O)(C1=CC=C(C=C1)COC1=C(C=C2C(=NC=NC2=C1)NC=1C=NC=CC1)OC)C ((RS)-N-(ethoxycarbonyl)-S-methyl-S-[4-({[6-methoxy-4-(3-pyridylamino)quinazolin-7-yl]oxy}methyl)phenyl]sulphoximide), ClCCl.CO (dichloromethane methanol), →. Solvent: CO (methanol). Yields the product COC=1C=C2C(=NC=NC2=CC1OCC1=CC=C(C=C1)S(=O)(=N)C)NC=1C=NC=CC1 ((RS)-S-[4-({[6-Methoxy-4-(3-pyridylamino)quinazolin-7-yl]oxy}methyl)phenyl]-S-methylsulphoximide). Isolated yield 61.0%. As a reaction SMILES: C(OC([N:6]=[S:7]([CH3:36])([C:9]1[CH:14]=[CH:13][C:12]([CH2:15][O:16][C:17]2[CH:26]=[C:25]3[C:20]([C:21]([NH:27][C:28]4[CH:29]=[N:30][CH:31]=[CH:32][CH:33]=4)=[N:22][CH:23]=[N:24]3)=[CH:19][C:18]=2[O:34][CH3:35])=[CH:11][CH:10]=1)=[O:8])=O)C.ClCCl.CO>CO>[CH3:35][O:34][C:18]1[CH:19]=[C:20]2[C:25](=[CH:26][C:17]=1[O:16][CH2:15][C:12]1[CH:11]=[CH:10][C:9]([S:7]([CH3:36])(=[NH:6])=[O:8])=[CH:14][CH:13]=1)[N:24]=[CH:23][N:22]=[C:21]2[NH:27][C:28]1[CH:29]=[N:30][CH:31]=[CH:32][CH:33]=1 |f:1.2|. Procedure details: According to GWP 6, the conversion of (RS)-N-(ethoxycarbonyl)-S-methyl-S-[4-({[6-methoxy-4-(3-pyridylamino)quinazolin-7-yl]oxy}methyl)phenyl]sulphoximide (33 mg, 0.064 mmol) and chromatographic purification (silica gel, dichloromethane/methanol: 0→30% methanol) gives the desired product in 61% yield (17 mg). Reactants: C(C)C(C(=O)[O-])=O (Ethylglyoxalate), Cl (HCl), FC=1C=C(C=C(C1)F)OC (3,5-difluoroanisole), CN(CCN(CCN(C)C)C)C (pentamethyldiethylenetriamine), C(CCC)[Li] (n-butyllithium). Run in O (Water), C1CCOC1 (THF). Reaction conditions: time 2 hour. Product: C(C)OC(C(O)C1=C(C=C(C=C1F)OC)F)=O ((RS)-(2,6-difluoro-4-methoxy-phenyl)-hydroxy-acetic acid ethyl ester). The yield is 38.3%. As a reaction SMILES: [F:1][C:2]1[CH:3]=[C:4]([O:9][CH3:10])[CH:5]=[C:6]([F:8])[CH:7]=1.CN(C)[CH2:13][CH2:14]N(C)CCN(C)C.C([Li])CCC.C([C:30](=[O:34])[C:31]([O-:33])=[O:32])C.Cl>C1COCC1.O>[CH2:13]([O:33][C:31](=[O:32])[CH:30]([C:7]1[C:2]([F:1])=[CH:3][C:4]([O:9][CH3:10])=[CH:5][C:6]=1[F:8])[OH:34])[CH3:14]. Reported procedure: To a solution of 3,5-difluoroanisole (20 g) in THF (200 ml) was added pentamethyldiethylenetriamine (24.05 g). The mixture was cooled to −75° C. n-butyllithium (85 ml, 1.6 M in hexane) was added in such a way that the temperature did not exceed −67° C. The mixture was stirred for 2 h. Ethylglyoxalate (55.5 g, 50% in toluene) was added and the mixture was stirred for a further 2 h. Afterwards, the mixture was allowed to warm up to rt. Water was added and the mixture was made acidic (pH 3) with 25...